Dataset: the Open Reaction Database (ORD), a public repository of structured organic reaction records. Task: describe an organic reaction: reactants, conditions, products, and yield The reactants are N1CCOCC1 (morpholine), CC1=CC2=C(NC(=N2)C2=NNC=C2N)C=C1C (3-(5,6-dimethyl-1H-benzoimidazol-2-yl)-1H-pyrazol-4-ylamine), C(C)(C)N(CC)C(C)C (diisopropylethylamine), ClCC(=O)Cl (chloroacetyl chloride). Run in ClCCl (dichloromethane). Reaction conditions: time 30 minute. Yields the product CC1=CC2=C(NC(=N2)C2=NNC=C2NC(CN2CCOCC2)=O)C=C1C (N-[3-(5,6-dimethyl-1H-benzoimidazol-2-yl)-1H-pyrazol-4-yl]-2-morpholin-4-yl-acetamide). As a reaction SMILES: [CH3:1][C:2]1[C:16]([CH3:17])=[CH:15][C:5]2[NH:6][C:7]([C:9]3[C:13]([NH2:14])=[CH:12][NH:11][N:10]=3)=[N:8][C:4]=2[CH:3]=1.C(N(C(C)C)CC)(C)C.Cl[CH2:28][C:29](Cl)=[O:30].[NH:32]1[CH2:37][CH2:36][O:35][CH2:34][CH2:33]1>ClCCl>[CH3:17][C:16]1[C:2]([CH3:1])=[CH:3][C:4]2[NH:8][C:7]([C:9]3[C:13]([NH:14][C:29](=[O:30])[CH2:28][N:32]4[CH2:37][CH2:36][O:35][CH2:34][CH2:33]4)=[CH:12][NH:11][N:10]=3)=[N:6][C:5]=2[CH:15]=1. Procedure details: A stirred solution of 3-(5,6-dimethyl-1H-benzoimidazol-2-yl)-1H-pyrazol-4-ylamine [100 mg, Example 233(c)] and diisopropylethylamine (307 μl) in dichloromethane (10 ml) was treated with chloroacetyl chloride (105 μl). The reaction mixture was stirred for 30 minutes at room temperature, then treated with morpholine (575 μl), then kept at room temperature overnight and then evaporated. The oily residue was partitioned between ethyl acetate and water and the organic phase was washed with water, the... Reactants: NCCCN(CC(=O)NCCC1=CC=C(C=C1)OC)C1=NC(=NC(=C1)C)N1C=NC=C1 (2-[(3-aminopropyl)[2-(1H-imidazol-1-yl)-6-methyl-4-pyrimidinyl]amino]-N-[2-(4-methoxyphenyl)ethyl]acetamide), O (water), [O-]C#N.[K+] (potassium cyanate), O (water). Run in N1=CC=CC=C1 (pyridine). Run at temperature 80 celsius. The product is N(C(=O)N)CCCN(CC(=O)NCCC1=CC=C(C=C1)OC)C1=NC(=NC(=C1)C)N1C=NC=C1 (2-[[3-(ureido)propyl][2-(1H-imidazol-1-yl)-6-methyl-4-pyrimidinyl]amino]-N-[2-(4-methoxyphenyl)ethyl]acetamide). RXN SMILES: [NH2:1][CH2:2][CH2:3][CH2:4][N:5]([C:20]1[CH:25]=[C:24]([CH3:26])[N:23]=[C:22]([N:27]2[CH:31]=[CH:30][N:29]=[CH:28]2)[N:21]=1)[CH2:6][C:7]([NH:9][CH2:10][CH2:11][C:12]1[CH:17]=[CH:16][C:15]([O:18][CH3:19])=[CH:14][CH:13]=1)=[O:8].O.[O-:33][C:34]#[N:35].[K+]>N1C=CC=CC=1>[NH:1]([CH2:2][CH2:3][CH2:4][N:5]([C:20]1[CH:25]=[C:24]([CH3:26])[N:23]=[C:22]([N:27]2[CH:31]=[CH:30][N:29]=[CH:28]2)[N:21]=1)[CH2:6][C:7]([NH:9][CH2:10][CH2:11][C:12]1[CH:17]=[CH:16][C:15]([O:18][CH3:19])=[CH:14][CH:13]=1)=[O:8])[C:34]([NH2:35])=[O:33] |f:2.3|. Procedure details: To 2-[(3-aminopropyl)[2-(1H-imidazol-1-yl)-6-methyl-4-pyrimidinyl]amino]-N-[2-(4-methoxyphenyl)ethyl]acetamide (135 mg, 0.32 mmol) (a compound of formula (Yc6)) in pyridine (1.5 mL) was added water (1.5 mL) solution of potassium cyanate (64 mg, 0.76 mmol). The mixture was stirred and heated in an oil bath at 80° C. overnight. The mixture was poured into water and extracted with ethyl acetate (3×20 mL). The combined ethyl acetate fractions were washed with brine, dried over sodium sulfate and con... Starting materials: C(C)(C)C1=C(C=C(C(=O)O)C=C1)S(N)(=O)=O (4-isopropyl-3-sulfamoylbenzoic acid), S(=O)(Cl)Cl (thionylchloride). Yields the product C(C)(C)C1=C(C=C(C(=O)Cl)C=C1)S(N)(=O)=O (4-Isopropyl-3-sulfamoylbenzoylchloride). RXN SMILES: [CH:1]([C:4]1[CH:12]=[CH:11][C:7]([C:8](O)=[O:9])=[CH:6][C:5]=1[S:13](=[O:16])(=[O:15])[NH2:14])([CH3:3])[CH3:2].S(Cl)([Cl:19])=O>>[CH:1]([C:4]1[CH:12]=[CH:11][C:7]([C:8]([Cl:19])=[O:9])=[CH:6][C:5]=1[S:13](=[O:16])(=[O:15])[NH2:14])([CH3:3])[CH3:2]. Procedure details: 5 g of 4-isopropyl-3-sulfamoylbenzoic acid were boiled under reflux in 50 ml of thionylchloride until completely dissolved and the reaction mixture was then concentrated to 25 ml under reduced pressure. After allowing to dwell over night at 0° C, the crystals were filtered off over a sinter glass frit and washed with petroleum ether. Colorless body, melting point: 177° C. The reactants are CC1=CC=C(C2=C1OCC21CC1)OC1=NC=C(C=N1)NC(=O)[C@@H](CC)NC(OC(C)(C)C)=O (tert-butyl N-[(1R)-1-[[2-(7-methylspiro[2H-benzofuran-3,1′-cyclopropane]-4-yl)oxypyrimidin-5-yl]carbamoyl]propyl]carbamate), CC1=CC=C(C2=C1OCC21CC1)OC1=NC=C(C=N1)NC(=O)[C@@H](CC)NC(OC(C)(C)C)=O (tert-butyl N-[(1R)-1-[[2-(7-methylspiro[2H-benzofuran-3,1′-cyclopropane]-4-yl)oxypyrimidin-5-yl]carbamoyl]propyl]carbamate), C(=O)(C(F)(F)F)O (TFA). Run in C(Cl)Cl (DCM). Run at time 3 hour. Yields the product N[C@@H](C(=O)NC=1C=NC(=NC1)OC1=CC=C(C2=C1C1(CC1)CO2)C)CC ((2R)-2-amino-N-[2-(7-methylspiro[2H-benzofuran-3,1′-cyclopropane]-4-yl)oxypyrimidin-5-yl]butanamide). Yield: 76.3%. Reaction SMILES: [CH3:1][C:2]1[C:7]2[O:8][CH2:9][C:10]3([CH2:12][CH2:11]3)[C:6]=2[C:5]([O:13][C:14]2[N:19]=[CH:18][C:17]([NH:20][C:21]([C@H:23]([NH:26]C(=O)OC(C)(C)C)[CH2:24][CH3:25])=[O:22])=[CH:16][N:15]=2)=[CH:4][CH:3]=1.C(O)(C(F)(F)F)=O>C(Cl)Cl>[NH2:26][C@H:23]([CH2:24][CH3:25])[C:21]([NH:20][C:17]1[CH:16]=[N:15][C:14]([O:13][C:5]2[C:6]3[C:10]4([CH2:9][O:8][C:7]=3[C:2]([CH3:1])=[CH:3][CH:4]=2)[CH2:12][CH2:11]4)=[N:19][CH:18]=1)=[O:22]. Procedure details: To a solution of tert-butyl N-[(1R)-1-[[2-(7-methylspiro[2H-benzofuran-3,1′-cyclopropane]-4-yl)oxypyrimidin-5-yl]carbamoyl]propyl]carbamate (Intermediate 163, 42 mg) in dry DCM (3 ml) at 0° C. TFA (1 ml) was slowly added and the reaction mixture was stirred for 3 hours at the same temperature. The solvent and the excess of TFA were removed under reduced pressure and the residue was diluted with DCM (10 ml) and an aqueous saturated solution NaHCO3 was added while the pH was allowed to reach ˜8. T... Procedure: A solution of 3'-hydroxy-2-(methylsulfinyl)-2'-acetonaphthone (10 g, 0.040 mole) in n-butylamine (50 ml) was stirred at room temperature for 24 hrs. The reaction mixture was poured into petroleum ether (400 ml) and the product, which precipitated, was filtered off. Recrystallization from absolute ethanol gave light brown crystals (7.0 g, 55%), mp 162°-164°. Solvent: petroleum ether. Reaction SMILES: [OH:1][C:2]1[C:3]([C:12](=O)[CH2:13][S:14]([CH3:16])=[O:15])=[CH:4][C:5]2[C:10]([CH:11]=1)=[CH:9][CH:8]=[CH:7][CH:6]=2.[CH2:18]([NH2:22])[CH2:19][CH2:20][CH3:21]>>[CH2:18]([N:22]=[C:12]([C:3]1[C:2]([OH:1])=[CH:11][C:10]2[C:5]([CH:4]=1)=[CH:6][CH:7]=[CH:8][CH:9]=2)[CH2:13][S:14]([CH3:16])=[O:15])[CH2:19][CH2:20][CH3:21]. Yield: 55.0%. Reactants: OC=1C(=CC2=CC=CC=C2C1)C(CS(=O)C)=O (3'-hydroxy-2-(methylsulfinyl)-2'-acetonaphthone), C(CCC)N (n-butylamine). The product is C(CCC)N=C(CS(=O)C)C=1C(=CC2=CC=CC=C2C1)O (3-[1-(Butylimino)-2-(methylsulfinyl)ethyl]-2-naphthalenol). Yields the product C1(=CC(=CC=C1)N1C=NC(=C1)C(=O)Cl)C1=CC=CC=C1 (1-Biphenyl-3-yl-1H-imidazole-4-carbonyl chloride). The reactants are C1(=CC(=CC=C1)N1C=NC(=C1)C(=O)O)C1=CC=CC=C1 (1-Biphenyl-3-yl-1H-imidazole-4-carboxylic acid), C(C(=O)Cl)(=O)Cl (oxalyl chloride). As a reaction SMILES: [C:1]1([C:15]2[CH:20]=[CH:19][CH:18]=[CH:17][CH:16]=2)[CH:6]=[CH:5][CH:4]=[C:3]([N:7]2[CH:11]=[C:10]([C:12](O)=[O:13])[N:9]=[CH:8]2)[CH:2]=1.C(Cl)(=O)C([Cl:24])=O>>[C:1]1([C:15]2[CH:20]=[CH:19][CH:18]=[CH:17][CH:16]=2)[CH:6]=[CH:5][CH:4]=[C:3]([N:7]2[CH:11]=[C:10]([C:12]([Cl:24])=[O:13])[N:9]=[CH:8]2)[CH:2]=1. Procedure: A solution of 10a (2.0 g, 7.6 mmol) in oxalyl chloride (30 ml) was stirred at 60° C. overnight. Excess oxalyl chloride was removed under reduced pressure to leave 11a. Reported procedure: Prepared similarly to Intermediate 216 from 2-{[(1R)-1-methylbutyl]oxy}-8-(methyloxy)-1H-purin-6-amine trifluoroacetate and 2-(3-bromopropyl)tetrahydro-2H-pyran. RXN SMILES: FC(F)(F)C(O)=O.[CH3:8][C@@H:9]([O:13][C:14]1[NH:15][C:16]([NH2:25])=[C:17]2[C:21]([N:22]=1)=[N:20][C:19]([O:23][CH3:24])=[N:18]2)[CH2:10][CH2:11][CH3:12].Br[CH2:27][CH2:28][CH2:29][CH:30]1[CH2:35][CH2:34][CH2:33][CH2:32][O:31]1>>[CH3:8][C@@H:9]([O:13][C:14]1[N:22]=[C:21]2[C:17]([N:18]=[C:19]([O:23][CH3:24])[N:20]2[CH2:27][CH2:28][CH2:29][CH:30]2[CH2:35][CH2:34][CH2:33][CH2:32][O:31]2)=[C:16]([NH2:25])[N:15]=1)[CH2:10][CH2:11][CH3:12] |f:0.1|. The reactants are Intermediate 216, FC(C(=O)O)(F)F.C[C@H](CCC)OC=1NC(=C2N=C(N=C2N1)OC)N (2-{[(1R)-1-methylbutyl]oxy}-8-(methyloxy)-1H-purin-6-amine trifluoroacetate), BrCCCC1OCCCC1 (2-(3-bromopropyl)tetrahydro-2H-pyran). Product: C[C@H](CCC)OC1=NC(=C2N=C(N(C2=N1)CCCC1OCCCC1)OC)N (2-{[(1R)-1-Methylbutyl]oxy}-8-(methyloxy)-9-[3-(tetrahydro-2H-Pyran-2-yl)propyl]-9H-purin-6-amine). Reagents/catalysts: [Ni] (Raney Nickel). RXN SMILES: [CH2:1]([N:4]([CH2:19][CH2:20][CH3:21])[CH2:5][CH2:6][CH2:7][CH2:8][NH:9][CH2:10][C:11]1[CH:18]=[CH:17][C:14]([C:15]#[N:16])=[CH:13][CH:12]=1)[CH2:2][CH3:3].C[O-].[Na+].CO.[H][H]>[Ni].CO>[CH2:19]([N:4]([CH2:1][CH2:2][CH3:3])[CH2:5][CH2:6][CH2:7][CH2:8][NH:9][CH2:10][C:11]1[CH:12]=[CH:13][C:14]([CH2:15][NH2:16])=[CH:17][CH:18]=1)[CH2:20][CH3:21] |f:1.2.3|. Starting materials: [H][H] (hydrogen), C(CC)N(CCCCNCC1=CC=C(C#N)C=C1)CCC (4-[(4-dipropylaminobutyl)amino]methylbenzonitrile), C[O-].[Na+].CO (sodium methoxide methanol), [H][H] (hydrogen). The product is C(CC)N(CCCCNCC1=CC=C(CN)C=C1)CCC (4-[(4-dipropylaminobutyl)amino]methylbenzylamine). Procedure details: 4.0 g (13.91 mmol, 1.0 equivalent) of 4-[(4-dipropylaminobutyl)amino]methylbenzonitrile (2a) and 24 ml of methanol were charged in a 100 ml three-necked flask. 400 mg (10 wt %) of the Raney nickel prepared in Example 1 was then slowly added to the mixture. After the addition of 2.58 g (13.35 mmol, 0.96 equivalents) of a 28% sodium methoxide/methanol solution, the atmosphere in the flask was replaced with nitrogen and then with hydrogen. The mixture was then stirred at room temperature for five d... The yield is 98.7%. Conditions: time 5 day. Run in CO (methanol). Reactants: COc1ccc(-c2cc(C(=O)NC3CCCCN(C(=O)OC(C)(C)C)C3)c(NC(N)=O)s2)cc1, C1COCCO1, Cl. Yields the product COc1ccc(-c2cc(C(=O)NC3CCCCNC3)c(NC(N)=O)s2)cc1. RXN SMILES: [C:2]([O:3][C:4](=[O:5])[N:9]1[CH2:10][CH:11]([NH:16][C:17](=[O:18])[c:19]2[c:20]([NH:32][C:33](=[O:34])[NH2:35])[s:21][c:22](-[c:24]3[cH:25][cH:26][c:27]([O:30][CH3:31])[cH:28][cH:29]3)[cH:23]2)[CH2:12][CH2:13][CH2:14][CH2:15]1)([CH3:6])([CH3:7])[CH3:8].[CH2:36]1[O:37][CH2:38][CH2:39][O:40][CH2:41]1.[ClH:1]>>[NH:9]1[CH2:10][CH:11]([NH:16][C:17](=[O:18])[c:19]2[c:20]([NH:32][C:33](=[O:34])[NH2:35])[s:21][c:22](-[c:24]3[cH:25][cH:26][c:27]([O:30][CH3:31])[cH:28][cH:29]3)[cH:23]2)[CH2:12][CH2:13][CH2:14][CH2:15]1. Starting materials: Cn1ccccc1=O, Cc1cc(C2CC2)cc(C)c1O, Clc1nc(Cl)c2[nH]cnc2n1, [H-], [Na+], O. The product is Cc1cc(C2CC2)cc(C)c1Oc1nc(Cl)nc2[nH]cnc12. Reaction SMILES: [CH3:27][n:28]1[cH:29][cH:30][cH:31][cH:32][c:33]1=[O:34].[CH:1]1([c:4]2[cH:5][c:6]([CH3:12])[c:7]([OH:11])[c:8]([CH3:10])[cH:9]2)[CH2:2][CH2:3]1.[Cl:15][c:16]1[n:17][c:18]([Cl:25])[c:19]2[nH:20][cH:21][n:22][c:23]2[n:24]1.[H-:14].[Na+:13].[OH2:26]>>[CH:1]1([c:4]2[cH:5][c:6]([CH3:12])[c:7]([O:11][c:18]3[n:17][c:16]([Cl:15])[n:24][c:23]4[c:19]3[n:20][cH:21][nH:22]4)[c:8]([CH3:10])[cH:9]2)[CH2:2][CH2:3]1.